Dataset: the Open Reaction Database (ORD), a public repository of structured organic reaction records. Task: describe an organic reaction: reactants, conditions, products, and yield Reactants: CI (methyliodide), COC1=CC=C(C=C1)N1C(N(C(NC1=O)=O)CC(C)(C)C)=O (1-(4-methoxyphenyl)-3-(2,2-dimethylpropyl)-1,3,5-triazine-2,4,6-trione), C([O-])([O-])=O.[K+].[K+] (potassium carbonate). Solvent: C(C)#N (acetonitrile). Product: COC1=CC=C(C=C1)N1C(N(C(N(C1=O)C)=O)CC(C)(C)C)=O (1-(4-methoxyphenyl)-3-(2,2-dimethylpropyl)-5-methyl-1,3,5-triazine-2,4,6-trione). The yield is 94.9%. As a reaction SMILES: CI.[CH3:3][O:4][C:5]1[CH:10]=[CH:9][C:8]([N:11]2[C:16](=[O:17])[NH:15][C:14](=[O:18])[N:13]([CH2:19][C:20]([CH3:23])([CH3:22])[CH3:21])[C:12]2=[O:24])=[CH:7][CH:6]=1.[C:25](=O)([O-])[O-].[K+].[K+]>C(#N)C>[CH3:3][O:4][C:5]1[CH:6]=[CH:7][C:8]([N:11]2[C:16](=[O:17])[N:15]([CH3:25])[C:14](=[O:18])[N:13]([CH2:19][C:20]([CH3:21])([CH3:23])[CH3:22])[C:12]2=[O:24])=[CH:9][CH:10]=1 |f:2.3.4|. Procedure: 5.2 g (0.037 mol) of methyliodide are added dropwise to a solution of 10.0 g (0.033 mol) of 1-(4-methoxyphenyl)-3-(2,2-dimethylpropyl)-1,3,5-triazine-2,4,6-trione in 100 ml of absolute acetonitrile and 9 g (0.066 mol) of potassium carbonate at room temperature. The reaction mixture is boiled under reflux for 5 hours. After cooling the solid constituents are separated off and the mother liquor is concentrated under reduced pressure. The residue obtained after stripping off the solvent is ground w... Reactants: ClC1=C(C=NC=2C=C3C(=CC12)OCC3)C(=O)OCC (ethyl 8-chloro-2,3-dihydrofuro(2,3-g)quinoline-7-carboxylate), O (water), [OH-].[K+] (potassium hydroxide). The solvent is CO (methanol). Yields the product ON1C=C(C(C=2C=C3C(=CC12)CCO3)=O)C(=O)O (2,3,5,8-tetrahydro-5-hydroxy-8-oxofuro(2,3-g)-quinoline-7-carboxylic acid). Yield: 99.0%. As a reaction SMILES: Cl[C:2]1[C:11]2[CH:10]=[C:9]3[O:12][CH2:13][CH2:14][C:8]3=[CH:7][C:6]=2[N:5]=[CH:4][C:3]=1[C:15]([O:17]CC)=[O:16].[OH2:20].[OH-:21].[K+]>CO>[OH:20][N:5]1[C:6]2[CH:7]=[C:8]3[CH2:14][CH2:13][O:12][C:9]3=[CH:10][C:11]=2[C:2](=[O:21])[C:3]([C:15]([OH:17])=[O:16])=[CH:4]1 |f:2.3|. Procedure details: A mixture containing 12 g of ethyl 8-chloro-2,3-dihydrofuro(2,3-g)quinoline-7-carboxylate, 100 ml of water, 10.9 g of 85% potassium hydroxide and 80 ml of methanol was stirred while refluxing for 2 hours. The methanol was evaporated at atmospheric pressure. The resulting mixture was heated to 90°-95° C and stirred for one further hour. Then, the mixture was acidified to pH 2 by the addition of 6N hydrochloric acid at 80° C. After cooling, the resulting white precipitate was filtered and washed w...